This data is from the Open Reaction Database (ORD), a public repository of structured organic reaction records. The task is: describe an organic reaction: reactants, conditions, products, and yield Starting materials: CC=1N=CN(C1C(O)C=1C=CC=C2C=CC=NC12)C(C1=CC=CC=C1)(C1=CC=CC=C1)C1=CC=CC=C1 ((4-methyl-1-trityl-1H-imidazol-5-yl)(quinolin-8-yl)methanol), red phosphorus, [OH-].[Na+] (NaOH). The solvent is C(Cl)(Cl)Cl.C(C)(C)O (chloroform isopropanol), I (hydroiodic acid). Reaction conditions: temperature 160 celsius. Product: CC1=C(N=CN1)CC=1C=CC=C2C=CC=NC12 (8-((5-Methyl-1H-imidazol-4-yl)methyl)quinoline). Isolated yield 70.9%. Reaction SMILES: [CH3:1][C:2]1[N:3]=[CH:4][N:5](C(C2C=CC=CC=2)(C2C=CC=CC=2)C2C=CC=CC=2)[C:6]=1[CH:7]([C:9]1[CH:10]=[CH:11][CH:12]=[C:13]2[C:18]=1[N:17]=[CH:16][CH:15]=[CH:14]2)O.[OH-].[Na+]>I.C(Cl)(Cl)Cl.C(O)(C)C>[CH3:1][C:2]1[NH:3][CH:4]=[N:5][C:6]=1[CH2:7][C:9]1[CH:10]=[CH:11][CH:12]=[C:13]2[C:18]=1[N:17]=[CH:16][CH:15]=[CH:14]2 |f:1.2,4.5|. Procedure: A mixture of (4) (0.71 g, 1.48 mmol) and red phosphorus (0.46 g, 14.18 mmol) in hydroiodic acid (57% in water, 6 mL) was heated in a sealed tube at 160° C. overnight. The reaction mixture was cooled to room temperature, and the sealed tube was slowly opened to release the gas built up inside. The content was poured into crushed ice, and carefully basified with NaOH (aq) to pH>7. The aqueous layer was diluted with chloroform/isopropanol (3:1, 100 mL). The mixture was filtered through a bed of Cel... Reactants: ClC1=C(C=CC(=C1Cl)SC)C(CC1CCCC1)=O (2',3'-dichloro-4'-methylthio-2-cyclopentylacetophenone), C=O (paraformaldehyde), S(O)(O)(=O)=O (sulfuric acid). Solvent: O1CCOCC1 (dioxane). Yields the product ClC1=C(C=CC(=C1Cl)SC)C(C(=C)C1CCCC1)=O (2',3'-dichloro-4'-methylthio-2-cyclopentylacrylophenone). As a reaction SMILES: [Cl:1][C:2]1[C:7]([Cl:8])=[C:6]([S:9][CH3:10])[CH:5]=[CH:4][C:3]=1[C:11](=[O:18])[CH2:12][CH:13]1[CH2:17][CH2:16][CH2:15][CH2:14]1.[CH2:19]=O.S(=O)(=O)(O)O>O1CCOCC1>[Cl:1][C:2]1[C:7]([Cl:8])=[C:6]([S:9][CH3:10])[CH:5]=[CH:4][C:3]=1[C:11](=[O:18])[C:12]([CH:13]1[CH2:14][CH2:15][CH2:16][CH2:17]1)=[CH2:19]. Procedure details: 2',3'-dichloro-4'-methylthio-2-cyclopentylacrylophenone is prepared following substantially the same procedure described in Example 3, Step B, using the following substances: 2',3'-dichloro-4'-methylthio-2-cyclopentylacetophenone (54.5 g., 0.18 mole), paraformaldehyde (21.6 g., 0.72 mole), concentrated sulfuric acid (9.65 g.) and dioxane (450 ml.). Reactants: CS(=O)(=O)C1=NC(=CC(=N1)C1=CC=C(C=C1)S(=O)(=O)C)C(F)(F)F (2-(methylsulfonyl)-4-[4-(methylsulfonyl)phenyl]-6-(trifluoromethyl)pyrimidine), C1(CCC1)CN ((cyclobutylmethyl)amine), O (Water). Run in CN1CCCC1=O (NMP). Conditions: time 18 hour. The product is C1(CCC1)CNC1=NC(=CC(=N1)C1=CC=C(C=C1)S(=O)(=O)C)C(F)(F)F (N-(cyclobutylmethyl)-4-[4-(methylsulfonyl)phenyl]-6-(trifluoromethyl)pyrimidin-2-amine). The yield is 85.7%. As a reaction SMILES: CS([C:5]1[N:10]=[C:9]([C:11]2[CH:16]=[CH:15][C:14]([S:17]([CH3:20])(=[O:19])=[O:18])=[CH:13][CH:12]=2)[CH:8]=[C:7]([C:21]([F:24])([F:23])[F:22])[N:6]=1)(=O)=O.[CH:25]1([CH2:29][NH2:30])[CH2:28][CH2:27][CH2:26]1.O>CN1C(=O)CCC1>[CH:25]1([CH2:29][NH:30][C:5]2[N:10]=[C:9]([C:11]3[CH:16]=[CH:15][C:14]([S:17]([CH3:20])(=[O:19])=[O:18])=[CH:13][CH:12]=3)[CH:8]=[C:7]([C:21]([F:24])([F:23])[F:22])[N:6]=2)[CH2:28][CH2:27][CH2:26]1. Procedure details: A mixture of 2-(methylsulfonyl)-4-[4-(methylsulfonyl)phenyl]-6-(trifluoromethyl)pyrimidine (0.5 g, 1.314 mmol) and (cyclobutylmethyl)amine (0.24 g) in NMP (5 ml) was stirred at ambient temperature for 18 h. Water (50 ml) was then added, and the resulting precipitate was collected by filtration and dried, giving the title compound as a cream solid (0.434 g). The reactants are COC=1C=C(N)C=CC1 (3-methoxyaniline), N(=O)[O-].[Na+] (sodium nitrite), C(C)(=O)[O-].[Na+] (sodium acetate), C(C)(=O)CC(C)=O (acetylacetone). Solvent: C(C)(=O)O (acetic acid), Cl (hydrochloride), O (water), C(C)O (ethanol), O (water). Reaction conditions: temperature 0 celsius, time 1 hour. The product is COC=1C=C(C=CC1)NN=C(C(C)=O)C(C)=O (3-[(3-methoxyphenyl)hydrazono]pentane-2,4-dione). The yield is 44.1%. Reaction SMILES: [CH3:1][O:2][C:3]1[CH:4]=[C:5]([CH:7]=[CH:8][CH:9]=1)[NH2:6].[N:10]([O-])=O.[Na+].C([O-])(=O)C.[Na+].[C:19]([CH2:22][C:23](=[O:25])[CH3:24])(=[O:21])[CH3:20]>C(O)(=O)C.Cl.O.C(O)C>[CH3:1][O:2][C:3]1[CH:4]=[C:5]([NH:6][N:10]=[C:22]([C:23](=[O:25])[CH3:24])[C:19](=[O:21])[CH3:20])[CH:7]=[CH:8][CH:9]=1 |f:1.2,3.4|. Procedure: To a solution of 3-methoxyaniline (1000 mg, 8.13 mmol) in 10 mL of acetic acid and 2 mL of concentrated hydrochloride solution, sodium nitrite (673 mg, 9.76 mmol) in 4 mL of water was added dropwise at 0° C., and the mixture was stirred at 0° C. for 1 h. Then to the reaction mixture was added dropwise a solution of sodium acetate (2000 mg, 24.39 mmol) and acetylacetone (1057 mg, 10.57 mmol) in 10 mL of ethanol and 6 mL of water. The mixture was stirred at room temperature overnight, filtered, wa... The reactants are amine, COC1=NS(N=C1OC)(=O)=O (3,4-dimethoxy-1,2,5-thiadiazole 1,1-dioxide), CN (methylamine), CN(C)CC=1SC=C(N1)CO (2-dimethylaminomethyl-4-hydroxymethylthiazole), Cl.SCCCN (3-mercaptopropylamine hyrochloride). The product is CN(C)CC=1SC=C(N1)CSCCCNC1=NS(N=C1NC)(=O)=O (3-{3-[(2-Dimethylaminomethyl-4-thiazolyl)methylthio]propylamino}-4-methylamino-1,2,5-thiadiazole 1,1-dioxide). The solvent is Br (hydrobromic acid). RXN SMILES: [CH3:1][N:2]([CH2:4][C:5]1[S:6][CH:7]=[C:8]([CH2:10]O)[N:9]=1)[CH3:3].Cl.[SH:13][CH2:14][CH2:15][CH2:16][NH2:17].CO[C:20]1[C:24](OC)=[N:23][S:22](=[O:28])(=[O:27])[N:21]=1.[CH3:29][NH2:30]>Br>[CH3:1][N:2]([CH2:4][C:5]1[S:6][CH:7]=[C:8]([CH2:10][S:13][CH2:14][CH2:15][CH2:16][NH:17][C:20]2[C:24]([NH:30][CH3:29])=[N:23][S:22](=[O:28])(=[O:27])[N:21]=2)[N:9]=1)[CH3:3] |f:1.2|. Procedure: When 2-dimethylaminomethyl-4-hydroxymethylthiazole [prepared in Example 34, Step D] is reacted with 3-mercaptopropylamine hyrochloride [prepared according to the procedure described in J. Org. Chem., 27, 2846 (1962)] in aqueous hydrobromic acid (48%), and the resultant amine is successively treated with 3,4-dimethoxy-1,2,5-thiadiazole 1,1-dioxide and excess methylamine as in the general procedure of Example 31, the title compound is produced. The reactants are FC1C2(CC3CC(CC1(C3)O)(C2)O)O (fluoro(1,3,5-trihydroxyadamantane)), 2-hydro-1,3,5,7-tetrakisacryloyloxy(perfluoroadamantane), OC12CC3(CC(CC(C1)(C3)O)(C2)O)O (1,3,5,7-tetrahydroxyadamantane), C(C=C)(=O)OC12C(C3(C(C(C(C(C1(F)F)(C3(F)F)OC(C=C)=O)(F)F)(C2(F)F)OC(C=C)=O)(F)F)OC(C=C)=O)(F)F (1,3,5,7-tetrakisacryloyloxy(perfluoroadamantane)). Yields the product C(C=C)(=O)OC12C(C3(CC(CC(C1)(C3)OC(C=C)=O)(C2)OC(C=C)=O)OC(C=C)=O)F (1,3,5,7-tetrakisacryloyloxy(fluoroadamantane)). As a reaction SMILES: FC1C2(O)CC3CC(O)(CC1(O)C3)C2.OC12CC3(O)CC(O)(CC(O)(C3)C1)C2.[C:29]([O:33][C:34]12[C:54](F)(F)[C:38]3([O:57][C:58](=[O:61])[CH:59]=[CH2:60])[C:39](F)(F)[C:40]([O:47][C:48](=[O:51])[CH:49]=[CH2:50])([C:44](F)(F)[C:36]([O:64][C:65](=[O:68])[CH:66]=[CH2:67])([C:37]3(F)F)[C:35]1(F)F)[C:41]2(F)[F:42])(=[O:32])[CH:30]=[CH2:31]>>[C:48]([O:47][C:40]12[CH2:44][C:36]3([O:64][C:65](=[O:68])[CH:66]=[CH2:67])[CH2:37][C:38]([O:57][C:58](=[O:61])[CH:59]=[CH2:60])([CH2:54][C:34]([O:33][C:29](=[O:32])[CH:30]=[CH2:31])([CH2:35]3)[CH:41]1[F:42])[CH2:39]2)(=[O:51])[CH:49]=[CH2:50]. Procedure: The same reactions as in Examples 1-1 to 1-4 are carried out except that 1,3,5-trihydroxyadamantane used in Example 1-1 is changed to 1,3,5,7-tetrahydroxyadamantane, whereupon formation of 1,3,5,7-tetrakisacryloyloxy(perfluoroadamantane) is confirmed. Further, formation of 2-hydro-1,3,5,7-tetrakisacryloyloxy(perfluoroadamantane) is confirmed. Starting materials: SC=1OC2=C(N1)C1=CC=CC=C1C=C2 (2-Mercapto-naphtho[1,2-d]oxazole), CN1CCNCCC1 (N-methylhomopiperazine). Solvent: C(Cl)(Cl)Cl (chloroform). The product is CN1CCN(CCC1)C=1OC2=C(N1)C1=CC=CC=C1C=C2 (2-(4-methyl-1-homopiperazinyl)naphtho[1,2-d]oxazole). Reaction SMILES: S[C:2]1[O:3][C:4]2[CH:14]=[CH:13][C:12]3[C:7](=[CH:8][CH:9]=[CH:10][CH:11]=3)[C:5]=2[N:6]=1.[CH3:15][N:16]1[CH2:22][CH2:21][CH2:20][NH:19][CH2:18][CH2:17]1>C(Cl)(Cl)Cl>[CH3:15][N:16]1[CH2:22][CH2:21][CH2:20][N:19]([C:2]2[O:3][C:4]3[CH:14]=[CH:13][C:12]4[C:7](=[CH:8][CH:9]=[CH:10][CH:11]=4)[C:5]=3[N:6]=2)[CH2:18][CH2:17]1. Reported procedure: 2-Mercapto-naphtho[1,2-d]oxazole (200 mg) was dissolved in chloroform (20 ml), N-methylhomopiperazine (2.48 ml) was added dropwise to the solution and then the mixture was stirred with heating for 2 days. After evaporation of the solvent, the thus obtained mixture was purified by a silica gel column chromatography (methylene chloride:methanol=10:1) to obtain the title compound 2-(4-methyl-1-homopiperazinyl)naphtho[1,2-d]oxazole (137 mg). Reactants: N,N,N,N-tetramethylguanidine, O (water), C(C)(=O)OCC (ethyl acetate), BrC=1C=CC(=C(C=O)C1)F (5-bromo-2-fluorobenzaldehyde), C(C)(C)(C)OC(=O)NC(C(=O)OC)P(=O)(OC)OC (methyl [(tert-butoxycarbonyl)amino](dimethoxyphosphoryl)acetate). Solvent: O1CCCC1 (tetrahydrofuran). Reaction conditions: temperature -70 celsius, time 4 hour. The product is BrC=1C=CC(=C(C1)\C=C(\C(=O)OC)/NC(=O)OC(C)(C)C)F (Methyl (2Z)-3-(5-bromo-2-fluorophenyl)-2-[(tert-butoxycarbonyl)amino]acrylate). Reaction SMILES: [Br:1][C:2]1[CH:3]=[CH:4][C:5]([F:10])=[C:6]([CH:9]=1)[CH:7]=O.[C:11]([O:15][C:16]([NH:18][CH:19](P(OC)(OC)=O)[C:20]([O:22][CH3:23])=[O:21])=[O:17])([CH3:14])([CH3:13])[CH3:12].O.C(OCC)(=O)C>O1CCCC1>[Br:1][C:2]1[CH:3]=[CH:4][C:5]([F:10])=[C:6](/[CH:7]=[C:19](\[NH:18][C:16]([O:15][C:11]([CH3:14])([CH3:13])[CH3:12])=[O:17])/[C:20]([O:22][CH3:23])=[O:21])[CH:9]=1. Procedure details: 21.32 ml (169.9 mmol) of N,N,N,N-tetramethylguanidine are added to a solution, cooled to −70° C., of 30 g (147.8 mmol) of 5-bromo-2-fluorobenzaldehyde and 50.51 g (169.9 mmol) of methyl [(tert-butoxycarbonyl)amino](dimethoxyphosphoryl)acetate in 450 ml anhydrous tetrahydrofuran. After stirring at −70° C. for 4 h, the reaction mixture is stirred at RT for 15 h. 1000 ml of water and 1000 ml of ethyl acetate are added to the mixture. The organic phase is washed with water, dried over sodium sulfate...